From a dataset of the Open Reaction Database (ORD), a public repository of structured organic reaction records. describe an organic reaction: reactants, conditions, products, and yield The reactants are CNC1CCC(c2ccc3[nH]c(=O)oc3c2)CC1, CO, CC(C)c1ccc(CCC=O)cc1, ClCCl, [Na+], [Na+], O=C([O-])O, [OH-]. Yields the product CC(C)c1ccc(CCCN(C)C2CCC(c3ccc4[nH]c(=O)oc4c3)CC2)cc1. Reaction SMILES: [CH3:1][NH:2][CH:3]1[CH2:4][CH2:5][CH:6]([c:9]2[cH:10][c:11]3[c:12]([nH:13][c:14](=[O:16])[o:15]3)[cH:17][cH:18]2)[CH2:7][CH2:8]1.[CH3:39][OH:40].[CH:24]([CH3:25])([CH3:26])[c:27]1[cH:28][cH:29][c:30]([CH2:33][CH2:34][CH:35]=[O:36])[cH:31][cH:32]1.[Cl:41][CH2:42][Cl:43].[Na+:23].[Na+:38].[O-:19][C:20]([OH:21])=[O:22].[OH-:37]>>[CH3:1][N:2]([CH:3]1[CH2:4][CH2:5][CH:6]([c:9]2[cH:10][c:11]3[c:12]([nH:13][c:14](=[O:16])[o:15]3)[cH:17][cH:18]2)[CH2:7][CH2:8]1)[CH2:35][CH2:34][CH2:33][c:30]1[cH:29][cH:28][c:27]([CH:24]([CH3:25])[CH3:26])[cH:32][cH:31]1. Starting materials: C(C)OP(=O)(CCCC)CCCN (3-aminopropyl(n-butyl)phosphinic acid ethyl ester), ClC1=CC=C(C=O)C=C1 (p-chlorobenzaldehyde), C(C)(=O)O (acetic acid), C(#N)[BH3-].[Na+] (sodium cyanoborohydride). The solvent is CO (methanol). Reaction conditions: time 2.5 hour. Product: C(C)OP(=O)(CCCC)CCCNCC1=CC=C(C=C1)Cl (3-(p-chlorobenzylamino)propy(n-butyl)phosphinic acid ethyl ester). RXN SMILES: [CH2:1]([O:3][P:4]([CH2:10][CH2:11][CH2:12][NH2:13])([CH2:6][CH2:7][CH2:8][CH3:9])=[O:5])[CH3:2].[Cl:14][C:15]1[CH:22]=[CH:21][C:18]([CH:19]=O)=[CH:17][CH:16]=1.C(O)(=O)C.C([BH3-])#N.[Na+]>CO>[CH2:1]([O:3][P:4]([CH2:10][CH2:11][CH2:12][NH:13][CH2:19][C:18]1[CH:21]=[CH:22][C:15]([Cl:14])=[CH:16][CH:17]=1)([CH2:6][CH2:7][CH2:8][CH3:9])=[O:5])[CH3:2] |f:3.4|. Procedure: 4.14 g of 3-aminopropyl(n-butyl)phosphinic acid ethyl ester are mixed with 2.51 g of p-chlorobenzaldehyde, and first 1.2 g of glacial acetic acid and then a solution of 0.42 g of sodium cyanoborohydride in 5 ml of methanol are added, whereupon an exothermic reaction takes place. The mixture is then stirred at room temperature for 2.5 hours and adjusted to pH 8, and the volatile constituents are removed under reduced pressure. The residue is dissolved in dichloromethane, washed with water, dried ... The reactants are FC=1C=C(C=C(C1)F)CC(=O)N[C@@H](C)C(=O)N[C@@H](CC1=CC=CC=C1)C(=O)O (N-[N-(3,5-difluorophenylacetyl)-L-alaninyl]-L-phenylalanine), solid, BrCCCO (3-bromo-1-propanol). Solvent: EtOAc hexanes. Yields the product BrCCCOC([C@@H](NC([C@@H](NC(CC1=CC(=CC(=C1)F)F)=O)C)=O)CC1=CC=CC=C1)=O (N-[N-(3,5-Difluorophenylacetyl)-L-alaninyl]-L-phenylalanine 3-Bromopropyl Ester). As a reaction SMILES: [F:1][C:2]1[CH:3]=[C:4]([CH2:9][C:10]([NH:12][C@H:13]([C:15]([NH:17][C@H:18]([C:26]([OH:28])=[O:27])[CH2:19][C:20]2[CH:25]=[CH:24][CH:23]=[CH:22][CH:21]=2)=[O:16])[CH3:14])=[O:11])[CH:5]=[C:6]([F:8])[CH:7]=1.[Br:29][CH2:30][CH2:31][CH2:32]O>>[Br:29][CH2:30][CH2:31][CH2:32][O:27][C:26](=[O:28])[C@H:18]([CH2:19][C:20]1[CH:25]=[CH:24][CH:23]=[CH:22][CH:21]=1)[NH:17][C:15](=[O:16])[C@H:13]([CH3:14])[NH:12][C:10](=[O:11])[CH2:9][C:4]1[CH:3]=[C:2]([F:1])[CH:7]=[C:6]([F:8])[CH:5]=1. Procedure: Following General Procedure B and using N-[N-(3,5-difluorophenylacetyl)-L-alaninyl]-L-phenylalanine (prepared by coupling N-(3,5-difluorophenylacetyl)-L-alanine (from Example B2 above) and L-phenylalanine (Aldrich) using General Procedure B) and 3-bromo-1-propanol (Aldrich), the title compound was prepared as a solid (mp=138-142° C.). The reaction was monitored by tlc (Rf=0.75 in 60% EtOAc/hexanes) and the product was purified by flash column chromatography using 60% EtOAc/hexanes as the eluent. The reactants are O=C([O-])[O-], COC(=O)c1c[nH]c2ccccc12, CN(C)C=O, CCOC(C)=O, CC(C)OC(C)C, FC(F)(F)c1cccc2c(Cl)ccnc12, [K+], [K+], O. Product: COC(=O)c1cn(-c2ccnc3c(C(F)(F)F)cccc23)c2ccccc12. Reaction SMILES: [C:1](=[O:2])([O-:3])[O-:4].[CH3:22][O:23][C:24](=[O:25])[c:26]1[cH:27][nH:28][c:29]2[cH:30][cH:31][cH:32][cH:33][c:34]12.[CH3:35][N:36]([CH3:37])[CH:38]=[O:39].[CH3:40][CH2:41][O:42][C:43](=[O:44])[CH3:45].[CH:47]([O:48][CH:49]([CH3:50])[CH3:51])([CH3:52])[CH3:53].[Cl:7][c:8]1[cH:9][cH:10][n:11][c:12]2[c:13]([C:18]([F:19])([F:20])[F:21])[cH:14][cH:15][cH:16][c:17]12.[K+:5].[K+:6].[OH2:46]>>[c:8]1(-[n:28]2[cH:27][c:26]([C:24]([O:23][CH3:22])=[O:25])[c:34]3[c:29]2[cH:30][cH:31][cH:32][cH:33]3)[cH:9][cH:10][n:11][c:12]2[c:13]([C:18]([F:19])([F:20])[F:21])[cH:14][cH:15][cH:16][c:17]12. The reactants are COC=1C=C2C(=C3N(C2=CC1)CCCC3NC)C (6,7,8,9-tetrahydro-2-methoxy-N,10-dimethylpyrido[1,2-a]indol-9-amine), C(=O)O (formic acid), C(C)(=O)OC(C)=O (acetic anhydride), anhydride, O (water). Solvent: O1CCCC1 (tetrahydrofuran). Reaction conditions: temperature 60 celsius, time 8 hour. The product is COC=1C=C2C(=C3N(C2=CC1)CCCC3N(C=O)C)C (N-(6,7,8,9-Tetrahydro-2-methoxy-10-methylpyrido[1,2-a]indol-9-yl)-N-methylformamide). Yield: 94.0%. Reaction SMILES: [CH:1]([OH:3])=O.C(OC(=O)C)(=O)C.[CH3:11][O:12][C:13]1[CH:14]=[C:15]2[C:19](=[CH:20][CH:21]=1)[N:18]1[CH2:22][CH2:23][CH2:24][CH:25]([NH:26][CH3:27])[C:17]1=[C:16]2[CH3:28].O>O1CCCC1>[CH3:11][O:12][C:13]1[CH:14]=[C:15]2[C:19](=[CH:20][CH:21]=1)[N:18]1[CH2:22][CH2:23][CH2:24][CH:25]([N:26]([CH3:27])[CH:1]=[O:3])[C:17]1=[C:16]2[CH3:28]. Procedure: A mixture of formic acid (3.05 g, 66.3 mmol) and acetic anhydride (5.4 g, 55 mmol) was heated at 60° C. for 4 hours. A solution of 6,7,8,9-tetrahydro-2-methoxy-N,10-dimethylpyrido[1,2-a]indol-9-amine (2 g, 8.2 mmol, described in Example 27) in dry tetrahydrofuran (20 mL) was added upon cooling to the resultant mixed anhydride. The reaction mixture was stirred at 25° C. overnight, poured into water (40 mL), and extracted with ether (3×40 mL). The combined extracts were washed successively with 5%...